Task: describe an organic reaction: reactants, conditions, products, and yield. Dataset: the Open Reaction Database (ORD), a public repository of structured organic reaction records Reactants: C=CCOc1ccc(Cl)cc1O, CCCCCC, [Na], Cc1ccc(S(=O)(=O)OCC2CO2)cc1, CN(C)C=O. Product: C=CCOc1ccc(Cl)cc1OCC1CO1. Reaction SMILES: [CH2:8]([CH:9]=[CH2:10])[O:11][c:12]1[c:13]([OH:19])[cH:14][c:15]([Cl:18])[cH:16][cH:17]1.[CH3:2][CH2:3][CH2:4][CH2:5][CH2:6][CH3:7].[Na:1].[O:20]([S:21]([c:22]1[cH:23][cH:24][c:25]([CH3:26])[cH:27][cH:28]1)(=[O:29])=[O:30])[CH2:31][CH:32]1[CH2:33][O:34]1.[O:35]=[CH:36][N:37]([CH3:38])[CH3:39]>>[CH2:8]([CH:9]=[CH2:10])[O:11][c:12]1[c:13]([O:19][CH2:31][CH:32]2[CH2:33][O:34]2)[cH:14][c:15]([Cl:18])[cH:16][cH:17]1.